This data is from the Open Reaction Database (ORD), a public repository of structured organic reaction records. The task is: describe an organic reaction: reactants, conditions, products, and yield The reactants are S(O)(O)(=O)=O (sulphuric acid), ClC=1C=C(C(O)=CC1)O (4-chlorocatechol), C(C1=CC=CC=C1)OC(=O)NC(C(=O)O)O (N-benzyloxycarbonyl 2-hydroxyglycine), C([O-])([O-])=O.[Na+].[Na+] (sodium carbonate). Run in C(C)(=O)O (Acetic acid), C(C)(=O)OCC (ethyl acetate). Run at time 1 hour. The product is C(C1=CC=CC=C1)OC(=O)N(CC(=O)O)C1=C(C=C(C(=C1)O)O)Cl (N-Benzyloxycarbonyl 2-chloro-4,5-dihydroxyphenylglycine). RXN SMILES: S(=O)(=O)(O)O.[Cl:6][C:7]1[CH:8]=[C:9]([OH:14])[C:10](=[CH:12][CH:13]=1)[OH:11].[CH2:15]([O:22][C:23]([NH:25][CH:26](O)[C:27]([OH:29])=[O:28])=[O:24])[C:16]1[CH:21]=[CH:20][CH:19]=[CH:18][CH:17]=1.C(=O)([O-])[O-].[Na+].[Na+]>C(OCC)(=O)C.C(O)(=O)C>[CH2:15]([O:22][C:23]([N:25]([C:13]1[CH:12]=[C:10]([OH:11])[C:9]([OH:14])=[CH:8][C:7]=1[Cl:6])[CH2:26][C:27]([OH:29])=[O:28])=[O:24])[C:16]1[CH:17]=[CH:18][CH:19]=[CH:20][CH:21]=1 |f:3.4.5|. Procedure: Acetic acid (27 ml), concentrated sulphuric acid (3 ml) then 4-chlorocatechol (5.06 g. 35 mmole) were added to N-benzyloxycarbonyl 2-hydroxyglycine (6.75 g, 30 mmole) cooled in an ice bath. The mixture was stirred for one hour then poured onto ice and ethyl acetate and adjusted to pH7 with saturated sodium carbonate solution. The aqueous layer was collected, washed with ethyl acetate (100 ml), acidified to pH2 and extracted with ethyl acetate (3×75 ml). The extracts were washed with water (2×75 ... Reactants: CCc1[nH]c(C(=O)O)nc1Cl, ClCCl, CCCCOC(=O)c1nc(N2CCC(N)C(OC)C2)oc1C(C)C, On1nnc2ccccc21. Product: CCCCOC(=O)c1nc(N2CCC(NC(=O)c3nc(Cl)c(CC)[nH]3)C(OC)C2)oc1C(C)C. As a reaction SMILES: [Cl:25][c:26]1[n:27][c:28]([C:33](=[O:34])[OH:35])[nH:29][c:30]1[CH2:31][CH3:32].[Cl:46][CH2:47][Cl:48].[NH2:1][CH:2]1[CH:3]([O:23][CH3:24])[CH2:4][N:5]([c:8]2[o:9][c:10]([CH:20]([CH3:21])[CH3:22])[c:11]([C:13](=[O:14])[O:15][CH2:16][CH2:17][CH2:18][CH3:19])[n:12]2)[CH2:6][CH2:7]1.[OH:36][n:37]1[c:38]2[c:39]([cH:40][cH:41][cH:42][cH:43]2)[n:44][n:45]1>>[NH:1]([CH:2]1[CH:3]([O:23][CH3:24])[CH2:4][N:5]([c:8]2[o:9][c:10]([CH:20]([CH3:21])[CH3:22])[c:11]([C:13](=[O:14])[O:15][CH2:16][CH2:17][CH2:18][CH3:19])[n:12]2)[CH2:6][CH2:7]1)[C:33]([c:28]1[n:27][c:26]([Cl:25])[c:30]([CH2:31][CH3:32])[nH:29]1)=[O:34]. The reactants are C(C1=CC=CC=C1)(=O)Cl (benzoyl chloride), [C-]#N.[Na+] (sodium cyanide), benzyltridimethylammonium chloride, N1=CC(=CC=C1)C=O (3-pyridinecarboxaldehyde). Solvent: C(C)(=O)OCC (ethyl acetate), O (water), O (water), C(Cl)Cl (methylene chloride). Run at temperature 0 celsius, time 15 minute. Product: C(#N)C(C=1C=NC=CC1)OC(C1=CC=CC=C1)=O (benzoic acid cyano-pyridin-3-yl-methyl ester). Isolated yield 88.0%. Reaction SMILES: [C-:1]#[N:2].[Na+].[N:4]1[CH:9]=[CH:8][CH:7]=[C:6]([CH:10]=[O:11])[CH:5]=1.[C:12](Cl)(=[O:19])[C:13]1[CH:18]=[CH:17][CH:16]=[CH:15][CH:14]=1>O.C(Cl)Cl.C(OCC)(=O)C>[C:1]([CH:10]([O:11][C:12](=[O:19])[C:13]1[CH:18]=[CH:17][CH:16]=[CH:15][CH:14]=1)[C:6]1[CH:5]=[N:4][CH:9]=[CH:8][CH:7]=1)#[N:2] |f:0.1|. Procedure details: To a solution of sodium cyanide (1.96 g, 40 mmol) and benzyltridimethylammonium chloride (0.3 g, 1.3 mmol) in 7.5 mL of water was slowly added a solution of 3-pyridinecarboxaldehyde (0.88 mL, 9.3 mmol) in 15 mL of methylene chloride at 0° C. The resulting reaction solution was stirred at 0° C. for 15 min, and then benzoyl chloride (1.16 mL, 10 mmol) was additionally added thereto. After addition was complete, the reaction solution was elevated to room temperature and further stirred for 3 hours.... Reported procedure: 1.35 g of (5-t-butyl-isoxazol-3-yl)methanol was dissolved in 50 ml of 1,4-dioxane, and 6.42 g of manganese dioxide was then added. The mixture was stirred and heated under reflux for 10 hours. The reaction mixture was cooled to room temperature and then filtered through Celite®. The filtrate was concentrated under reduced pressure to obtain 1.29 g of 5-t-butyl-isoxazole-3-carbaldehyde. Product: C(C)(C)(C)C1=CC(=NO1)C=O (5-t-butyl-isoxazole-3-carbaldehyde). Reaction SMILES: [C:1]([C:5]1[O:9][N:8]=[C:7]([CH2:10][OH:11])[CH:6]=1)([CH3:4])([CH3:3])[CH3:2]>O1CCOCC1.[O-2].[O-2].[Mn+4]>[C:1]([C:5]1[O:9][N:8]=[C:7]([CH:10]=[O:11])[CH:6]=1)([CH3:4])([CH3:2])[CH3:3] |f:2.3.4|. Yield: 96.8%. Reagents/catalysts: [O-2].[O-2].[Mn+4] (manganese dioxide). The solvent is O1CCOCC1 (1,4-dioxane). Reactants: C(C)(C)(C)C1=CC(=NO1)CO ((5-t-butyl-isoxazol-3-yl)methanol). The reactants are Cl (HCl), C1=CC=CC=2C3=CC=CC=C3CC12 (fluorene), ClCCCC(=O)Cl (4-chlorobutyryl chloride), [Cl-].[Al+3].[Cl-].[Cl-] (aluminum chloride). The solvent is C(Cl)Cl (methylene chloride). Reaction conditions: time 16 hour. Product: ClCCCC(=O)C1=CC=2CC3=CC(=CC=C3C2C=C1)C(CCCCl)=O (2,7-bis(4-chlorobutyryl)fluorene). Reaction SMILES: [CH:1]1[C:13]2[CH2:12][C:11]3[C:6](=[CH:7][CH:8]=[CH:9][CH:10]=3)[C:5]=2[CH:4]=[CH:3][CH:2]=1.[Cl:14][CH2:15][CH2:16][CH2:17][C:18](Cl)=[O:19].[Cl-:21].[Al+3].[Cl-].[Cl-].Cl>C(Cl)Cl>[Cl:14][CH2:15][CH2:16][CH2:17][C:18]([C:9]1[CH:8]=[CH:7][C:6]2[C:5]3[C:13](=[CH:1][C:2]([C:18](=[O:19])[CH2:17][CH2:16][CH2:15][Cl:21])=[CH:3][CH:4]=3)[CH2:12][C:11]=2[CH:10]=1)=[O:19] |f:2.3.4.5|. Reported procedure: To a solution of 23.6 g (0.142 mole) of fluorene and 50.0 g (0.35 mole) of 4-chlorobutyryl chloride in 1500 ml of methylene chloride chilled to -20° C. is added 39.8 g (0.298 mole) of aluminum chloride with rapid stirring. The reaction mixture is refluxed four hours, stirred at room temperature for 16 hours, then poured onto ice/conc. HCl. The organic layer is separated, washed with saturated sodium bicarbonate solution and dried over magnesium sulfate. After filtration, the methylene chloride s... The reactants are C(CC(O)(C(=O)O)CC(=O)O)(=O)O (citric acid), C1(=CC=C(C=C1)CN1C=CC2=CC=CC(=C12)C(=O)OC)C1=CC=CC=C1 (methyl 1-(biphenyl-4-ylmethyl)-1H-indole-7-carboxylate), CO (methanol), [OH-].[Na+] (sodium hydroxide). The solvent is C1CCOC1 (THF). Conditions: temperature 60 celsius, time 16 hour. The product is C1(=CC=C(C=C1)CN1C=CC2=CC=CC(=C12)C(=O)O)C1=CC=CC=C1 (1-(biphenyl-4-ylmethyl)-1H-indole-7-carboxylic acid). Yield: 41.3%. As a reaction SMILES: [C:1]1([C:21]2[CH:26]=[CH:25][CH:24]=[CH:23][CH:22]=2)[CH:6]=[CH:5][C:4]([CH2:7][N:8]2[C:16]3[C:11](=[CH:12][CH:13]=[CH:14][C:15]=3[C:17]([O:19]C)=[O:18])[CH:10]=[CH:9]2)=[CH:3][CH:2]=1.CO.[OH-].[Na+].C(O)(=O)CC(CC(O)=O)(C(O)=O)O>C1COCC1>[C:1]1([C:21]2[CH:26]=[CH:25][CH:24]=[CH:23][CH:22]=2)[CH:2]=[CH:3][C:4]([CH2:7][N:8]2[C:16]3[C:11](=[CH:12][CH:13]=[CH:14][C:15]=3[C:17]([OH:19])=[O:18])[CH:10]=[CH:9]2)=[CH:5][CH:6]=1 |f:2.3|. Procedure: To methyl 1-(biphenyl-4-ylmethyl)-1H-indole-7-carboxylate (2.5 g) were added methanol (20 mL), THF (20 mL), and a 1 M aqueous sodium hydroxide solution (10 mL), followed by stirring at 60° C. for 16 hours. To the reaction mixture was added a 10% aqueous citric acid solution (20 mL), followed by extraction with ethyl acetate, and the organic layer was washed with brine. After dehydration over anhydrous sodium sulfate, filtering and concentrating under reduced pressure, the obtained residue was ad... Starting materials: NC1=CC=C2C(CN(CC2=C1)C)(C)C (7-amino-2,4,4-trimethyl-1,2,3,4-tetrahydroisoquinoline), D3, BrN1C(CCC1=O)=O (N-bromo succinimide). The solvent is O (water), C(C)#N (acetonitrile). Reaction conditions: temperature 25 celsius, time 45 minute. The product is NC1=CC=C2C(CN(CC2=C1Br)C)(C)C (7-Amino-8-bromo-2,4,4-trimethyl-1,2,3,4-tetrahydroisoquinoline). Reaction SMILES: [NH2:1][C:2]1[CH:11]=[C:10]2[C:5]([C:6]([CH3:14])([CH3:13])[CH2:7][N:8]([CH3:12])[CH2:9]2)=[CH:4][CH:3]=1.[Br:15]N1C(=O)CCC1=O>C(#N)C.O>[NH2:1][C:2]1[C:11]([Br:15])=[C:10]2[C:5]([C:6]([CH3:14])([CH3:13])[CH2:7][N:8]([CH3:12])[CH2:9]2)=[CH:4][CH:3]=1. Procedure: To a solution of 7-amino-2,4,4-trimethyl-1,2,3,4-tetrahydroisoquinoline from D3 (7 g) in acetonitrile (200 ml), was added N-bromo succinimide (7.21 g) portionwise over 10 min. The reaction mixture was cooled in an ice/methanol bath to prevent any large exotherm. and then stirred under argon for 45 min. The reaction was allowed to warm to 25° C., diluted with water and extracted with ethyl acetate. The combined organic extracts were washed with brine, dried (MgSO4) and evaporated to dryness in va... Reactants: C[C@@H]([C@H](CO)O)CSC ((2R,3S)3-Methyl-4-(methylthio)-1,2-butanediol), C(C1=CC=CC=C1)(=O)Cl (benzoyl chloride). Solvent: N1=CC=CC=C1 (pyridine), CCOCC (ether). Reaction conditions: time 5 minute. Yields the product C(C1=CC=CC=C1)(=O)OC[C@@H]([C@H](CSC)C)O ((2R,3R]-1-Benzoyloxy-3-methyl-4-(methylthio)-2-butanol). RXN SMILES: [CH3:1][C@H:2]([CH2:7][S:8][CH3:9])[C@@H:3]([OH:6])[CH2:4][OH:5].[C:10](Cl)(=[O:17])[C:11]1[CH:16]=[CH:15][CH:14]=[CH:13][CH:12]=1>N1C=CC=CC=1.CCOCC>[C:10]([O:5][CH2:4][C@H:3]([OH:6])[C@@H:2]([CH3:1])[CH2:7][S:8][CH3:9])(=[O:17])[C:11]1[CH:16]=[CH:15][CH:14]=[CH:13][CH:12]=1. Reported procedure: To a stirred, ice-cooled solution of (B) (3.7g.,0.025m.) in dried pyridine (30 ml.) was added dropwise over ca. 5 minutes under a nitrogen atmosphere a solution of benzoyl chloride (3.0 ml., 0.026m.) in dry ether (5 ml.). The mixture was stirred for an additional 5 minutes, the ice-bath removed, and the mixture allowed to stir at ambient temperatures. After ca.1.5 hr., tlc analysis indicated that the reaction was complete and the mixture was transferred to a separatory funnel with ether (300 ml.... Starting materials: C1CCNCC1, CN(C)C=CC=O, CC(=O)O, Cc1ccccc1, CC(C)S(=O)(=O)CC#N, O. The product is CC(C)S(=O)(=O)C(C#N)=CC=CN(C)C. Reaction SMILES: [CH2:17]1[CH2:18][CH2:19][NH:20][CH2:21][CH2:22]1.[CH3:1][N:2]([CH:3]=[CH:4][CH:5]=[O:6])[CH3:7].[CH3:23][C:24](=[O:25])[OH:26].[CH3:27][c:28]1[cH:29][cH:30][cH:31][cH:32][cH:33]1.[CH:8]([CH3:9])([CH3:10])[S:11](=[O:12])(=[O:13])[CH2:14][C:15]#[N:16].[OH2:34]>>[CH3:1][N:2]([CH:3]=[CH:4][CH:5]=[C:14]([S:11]([CH:8]([CH3:9])[CH3:10])(=[O:12])=[O:13])[C:15]#[N:16])[CH3:7].